This data is from the Open Reaction Database (ORD), a public repository of structured organic reaction records. The task is: describe an organic reaction: reactants, conditions, products, and yield Reactants: C(C)(C)(C)OC(=O)NC(C/C=C/C(=O)O)(C)C ((2E)-5-(tert-Butyloxycarbonylamino)-5-methylhex-2-enoic acid), FC1=C(C=CC=C1)CC(C(NC)=O)N(C(C(CC1=CC2=CC=CC=C2C=C1)NC)=O)C (N-[2-(2-Fluorophenyl)-1-methylcarbamoylethyl]-N-methyl-2-methylamino-3-(2-naphthyl)propionamide), C(C)(C)N(CC)C(C)C (diisopropyl ethylamine), ON1N=NC2=C1N=CC=C2 (1-Hydroxy-7-azabenzotriazole), Cl.CN(CCCN=C=NCC)C (N-(3-dimethylaminopropyl)-N′-ethylcarbodiimide hydrochloride). Solvent: C(Cl)Cl (methylene chloride), C(Cl)Cl (Methylene chloride). Run at time 15 minute. Yields the product C(C)(C)(C)OC(NC(CC=CC(N(C)C(CC1=CC2=CC=CC=C2C=C1)C(N(C)C(CC1=C(C=CC=C1)F)C(NC)=O)=O)=O)(C)C)=O ({4-[(1-{[2-(2-Fluorophenyl)-1-methylcarbamoylethyl]methylcarbamoyl}-2-(2-naphthyl)ethyl)methylcarbamoyl]-1,1-dimethyl-but-3-enyl}carbamic acid tert-butyl ester). Yield: 72.3%. RXN SMILES: [C:1]([O:5][C:6]([NH:8][C:9]([CH3:17])([CH3:16])[CH2:10]/[CH:11]=[CH:12]/[C:13]([OH:15])=O)=[O:7])([CH3:4])([CH3:3])[CH3:2].ON1C2N=CC=CC=2N=N1.Cl.CN(C)CCCN=C=NCC.[F:40][C:41]1[CH:46]=[CH:45][CH:44]=[CH:43][C:42]=1[CH2:47][CH:48]([N:53]([CH3:70])[C:54](=[O:69])[CH:55]([NH:67][CH3:68])[CH2:56][C:57]1[CH:66]=[CH:65][C:64]2[C:59](=[CH:60][CH:61]=[CH:62][CH:63]=2)[CH:58]=1)[C:49](=[O:52])[NH:50][CH3:51].C(N(C(C)C)CC)(C)C>C(Cl)Cl>[C:1]([O:5][C:6](=[O:7])[NH:8][C:9]([CH3:17])([CH3:16])[CH2:10][CH:11]=[CH:12][C:13](=[O:15])[N:67]([CH:55]([C:54](=[O:69])[N:53]([CH:48]([C:49](=[O:52])[NH:50][CH3:51])[CH2:47][C:42]1[CH:43]=[CH:44][CH:45]=[CH:46][C:41]=1[F:40])[CH3:70])[CH2:56][C:57]1[CH:66]=[CH:65][C:64]2[C:59](=[CH:60][CH:61]=[CH:62][CH:63]=2)[CH:58]=1)[CH3:68])([CH3:2])([CH3:3])[CH3:4] |f:2.3|. Procedure: (2E)-5-(tert-Butyloxycarbonylamino)-5-methylhex-2-enoic acid (0.19 g; 0.783 mmol) was dissolved in methylene chloride (10 ml). 1-Hydroxy-7-azabenzotriazole (0.12 g; 0.861 mmol) and N-(3-dimethylaminopropyl)-N′-ethylcarbodiimide hydrochloride (0.17 g; 0.900 mmol) was added and the reaction mixture was stirred 15 min at room temperature. N-[2-(2-Fluorophenyl)-1-methylcarbamoylethyl]-N-methyl-2-methylamino-3-(2-naphthyl)propionamide (0.33 g; 0.783 mmol) and diisopropyl ethylamine (0.15 ml; 0.861 mm... Starting materials: OS(=O)(=O)O (H2SO4), ice water, [BH4-].[Na+] (sodium borohydride), N(C1=CC=CC=C1)C=1C=C(C(=O)OC)C=CC1 (methyl 3-anilinobenzoate). Run in CO (methanol). Run at time 8 hour. The product is N(C1=CC=CC=C1)C=1C=C(CO)C=CC1 (3-anilinobenzylalcohol). Isolated yield 88.7%. Reaction SMILES: [BH4-].[Na+].[NH:3]([C:10]1[CH:11]=[C:12]([CH:17]=[CH:18][CH:19]=1)[C:13](OC)=[O:14])[C:4]1[CH:9]=[CH:8][CH:7]=[CH:6][CH:5]=1.OS(O)(=O)=O>CO>[NH:3]([C:10]1[CH:11]=[C:12]([CH:17]=[CH:18][CH:19]=1)[CH2:13][OH:14])[C:4]1[CH:5]=[CH:6][CH:7]=[CH:8][CH:9]=1 |f:0.1|. Procedure details: Under cooling with ice water, 7.2 g of sodium borohydride was gradually dropped into 4.5 g of methyl 3-anilinobenzoate dissolved in 20 ml of methanol. Then, the temperature was gradually raised and the reflux was carried out for 8 hours. The reaction mixture was poured into 10% H2SO4 aqueous solution which was being cooled with ice. 5.0 g of oily substance was obtained after the extraction with ether. In order to remove the remaining unreacted methyl ester, the hydrolysis was carried out with th...